This data is from the Open Reaction Database (ORD), a public repository of structured organic reaction records. The task is: describe an organic reaction: reactants, conditions, products, and yield Reactants: ClC1=C(C=C(N)C=C1)C1=NC=CC=C1 (4-chloro-3-(pyridin-2-yl)aniline), COC1=CC=C(C=N1)NC(=O)C1=NC=C(C(=O)O)C=C1 (6-(6-methoxypyridin-3-ylcarbamoyl)nicotinic acid). Yields the product ClC1=C(C=C(C=C1)NC(=O)C=1C=CC(=NC1)C(=O)NC=1C=NC(=CC1)OC)C1=NC=CC=C1 (N5-(4-chloro-3-(pyridin-2-yl)phenyl)-N2-(6-methoxypyridin-3-yl)pyridine-2,5-dicarboxamide). Reaction SMILES: [Cl:1][C:2]1[CH:8]=[CH:7][C:5]([NH2:6])=[CH:4][C:3]=1[C:9]1[CH:14]=[CH:13][CH:12]=[CH:11][N:10]=1.[CH3:15][O:16][C:17]1[N:22]=[CH:21][C:20]([NH:23][C:24]([C:26]2[CH:34]=[CH:33][C:29]([C:30](O)=[O:31])=[CH:28][N:27]=2)=[O:25])=[CH:19][CH:18]=1>>[Cl:1][C:2]1[CH:8]=[CH:7][C:5]([NH:6][C:30]([C:29]2[CH:33]=[CH:34][C:26]([C:24]([NH:23][C:20]3[CH:21]=[N:22][C:17]([O:16][CH3:15])=[CH:18][CH:19]=3)=[O:25])=[N:27][CH:28]=2)=[O:31])=[CH:4][C:3]=1[C:9]1[CH:14]=[CH:13][CH:12]=[CH:11][N:10]=1. Procedure: 250 mg of 5-(methoxycarbonyl)picolinic acid was coupled to 6-methoxypyridin-3-amine via Procedure G. Crude methyl 6-(6-methoxypyridin-3-ylcarbamoyl)nicotinate was hydrolyzed via Procedure M to yield 196 mg of 6-(6-methoxypyridin-3-ylcarbamoyl)nicotinic acid. 60 mg of 4-chloro-3-(pyridin-2-yl)aniline was coupled to 6-(6-methoxypyridin-3-ylcarbamoyl)nicotinic acid via Procedure G. The crude product was recrystallized to yield pure N5-(4-chloro-3-(pyridin-2-yl)phenyl)-N2-(6-methoxypyridin-3-yl)pyri... Starting materials: crude product, C(C)(C)(C)OC(NC1=C(C=C(C(=C1)C)Cl)N)=O ((2-amino-4-chloro-5-methyl-phenyl)-carbamic acid tert-butyl ester), C(C)(C)(C)OC(CC(=O)C1=CC(=CC=C1)C1=NC=NC(=C1)NCCOC)=O (3-{3-[6-(2-methoxy-ethylamino)-pyrimidin-4-yl]-phenyl}-3-oxo-propionic acid tert-butyl ester). Product: ClC=1C(=CC2=C(NC(CC(=N2)C2=CC(=CC=C2)C2=NC=NC(=C2)NCCOC)=O)C1)C (8-Chloro-4-{3-[6-(2-methoxy-ethylamino)-pyrimidin-4-yl]-phenyl}-7-methyl-1,3-dihydro-benzo[b][1,4]diazepin-2-one), solid. Reaction SMILES: C(OC(=O)[NH:7][C:8]1[CH:13]=[C:12]([CH3:14])[C:11]([Cl:15])=[CH:10][C:9]=1[NH2:16])(C)(C)C.C(O[C:23](=[O:44])[CH2:24][C:25]([C:27]1[CH:32]=[CH:31][CH:30]=[C:29]([C:33]2[CH:38]=[C:37]([NH:39][CH2:40][CH2:41][O:42][CH3:43])[N:36]=[CH:35][N:34]=2)[CH:28]=1)=O)(C)(C)C>>[Cl:15][C:11]1[C:12]([CH3:14])=[CH:13][C:8]2[N:7]=[C:25]([C:27]3[CH:32]=[CH:31][CH:30]=[C:29]([C:33]4[CH:38]=[C:37]([NH:39][CH2:40][CH2:41][O:42][CH3:43])[N:36]=[CH:35][N:34]=4)[CH:28]=3)[CH2:24][C:23](=[O:44])[NH:16][C:9]=2[CH:10]=1. Procedure details: The title compound was prepared from (2-amino-4-chloro-5-methyl-phenyl)-carbamic acid tert-butyl ester (Example J22) (128 mg, 0.5 mmol) and 3-{3-[6-(2-methoxy-ethylamino)-pyrimidin-4-yl]-phenyl}-3-oxo-propionic acid tert-butyl ester (Example K56) (204 mg, 0.55 mmol) according to the general procedure M and subsequent treatment of the crude product according to the general procedure N. Obtained as a light yellow solid (118 mg). Starting materials: COC=1C=C(C=O)C=C(C1OC)OC (3,4,5-trimethoxybenzaldehyde), [Cl-].[NH4+] (ammonium chloride), C(CCC)[Li] (n-butyllithium), C(C#C)(=O)OCC (ethyl propiolate). Solvent: O1CCCC1 (tetrahydrofuran), C(C)(=O)OCC (ethyl acetate), O1CCCC1.CCOCC.CCCCCC (tetrahydrofuran ether hexane). Conditions: time 20 minute. The product is OC(C#CC(=O)OCC)C1=CC(=C(C(=C1)OC)OC)OC (ethyl 4-hydroxy-4-(3,4,5-trimethoxyphenyl)-2-butynoate). As a reaction SMILES: C([Li])CCC.[C:6]([O:10][CH2:11][CH3:12])(=[O:9])[C:7]#[CH:8].[CH3:13][O:14][C:15]1[CH:16]=[C:17]([CH:20]=[C:21]([O:25][CH3:26])[C:22]=1[O:23][CH3:24])[CH:18]=[O:19].[Cl-].[NH4+]>O1CCCC1.CCOCC.CCCCCC.O1CCCC1.C(OCC)(=O)C>[OH:19][CH:18]([C:17]1[CH:20]=[C:21]([O:25][CH3:26])[C:22]([O:23][CH3:24])=[C:15]([O:14][CH3:13])[CH:16]=1)[C:8]#[C:7][C:6]([O:10][CH2:11][CH3:12])=[O:9] |f:3.4,5.6.7|. Reported procedure: 72 ml of n-butyllithium solution (1.6M in hexane) were added at -110° to a solution of 11.72 ml (0.115 mol) of ethyl propiolate in 195 ml of tetrahydrofuran/ether/hexane (4:2:1). The mixture was stirred at -110° for 20 minutes and then treated with 15.0 g (76.4 mmol) of 3,4,5-trimethoxybenzaldehyde in 30 ml of tetrahydrofuran. The mixture was thereafter stirred at -78° for 1.5 hours and treated at -30° with 100 ml of saturated ammonium chloride solution and 100 ml of ethyl acetate. The aqueous p... The reactants are O=C(c1ncc[nH]1)c1ncc[nH]1, O=C(O)CCNC(=O)OCc1ccccc1, CCOC(=O)CC(=O)O, C1CCOC1, CC(C)[Mg+], [Cl-]. Yields the product CCOC(=O)CC(=O)CCNC(=O)OCc1ccccc1. Reaction SMILES: [C:17]([c:18]1[nH:19][cH:20][cH:21][n:22]1)([c:23]1[nH:24][cH:25][cH:26][n:27]1)=[O:28].[C:1](=[O:2])([O:3][CH2:4][c:5]1[cH:6][cH:7][cH:8][cH:9][cH:10]1)[NH:11][CH2:12][CH2:13][C:14](=[O:15])[OH:16].[C:34]([CH2:35][C:36](=[O:37])[O:38][CH2:39][CH3:40])([OH:41])=[O:42].[CH2:43]1[O:44][CH2:45][CH2:46][CH2:47]1.[CH:30]([Mg+:31])([CH3:32])[CH3:33].[Cl-:29]>>[C:1](=[O:2])([O:3][CH2:4][c:5]1[cH:6][cH:7][cH:8][cH:9][cH:10]1)[NH:11][CH2:12][CH2:13][C:14](=[O:16])[CH2:35][C:36](=[O:37])[O:38][CH2:39][CH3:40]. Conditions: time 2.5 hour. Run in CO (methanol). The reactants are FC=1C=CC2=C(C(N(CC=3N2C=NC3C(=O)OCC)C)=O)C1 (ethyl 8-fluoro-5,6-dihydro-5-methyl-6-oxo-4H-imidazo[1,5-a][1,4]benzodiazepine-3-carboxylate), [C-]#N.[K+] (potassium cyanide). Yields the product FC=1C=CC2=C(C(N(CC=3N2C=NC3C(=O)OC)C)=O)C1 (methyl 8-fluoro-5,6-dihydro-5-methyl-6-oxo-4H-imidazo[1,5-a][1,4]benzodiazepine-3-carboxylate). Reported procedure: A mixture of 3.5 g (11.5 mmol) of ethyl 8-fluoro-5,6-dihydro-5-methyl-6-oxo-4H-imidazo[1,5-a][1,4]benzodiazepine-3-carboxylate, 0.15 g of potassium cyanide and 40 ml of methanol is stirred at the boiling point for 2.5 hours. The solvent is distilled off on a rotary evaporator and the residue is taken up in chloroform. After filtration from insoluble material, the filtrate is concentrated. After recrystallisation of the residue from ethyl acetate, there is obtained methyl 8-fluoro-5,6-dihydro-5-m... As a reaction SMILES: [F:1][C:2]1[CH:3]=[CH:4][C:5]2[N:11]3[CH:12]=[N:13][C:14]([C:15]([O:17][CH2:18]C)=[O:16])=[C:10]3[CH2:9][N:8]([CH3:20])[C:7](=[O:21])[C:6]=2[CH:22]=1.[C-]#N.[K+]>CO>[F:1][C:2]1[CH:3]=[CH:4][C:5]2[N:11]3[CH:12]=[N:13][C:14]([C:15]([O:17][CH3:18])=[O:16])=[C:10]3[CH2:9][N:8]([CH3:20])[C:7](=[O:21])[C:6]=2[CH:22]=1 |f:1.2|. Reactants: C(C)OCC (Diethyl ether), [Si](C)(C)(C(C)(C)C)Cl (tert-Butyldimethylsilyl chloride), BrC1=CC=C(C=C1)C1=CC=C(C=C1)O (4-bromo-4'-hydroxybiphenyl), N1C=NC=C1 (imidazole). Run in CN(C=O)C (dimethylformamide). Run at time 18 hour. Yields the product BrC1=CC=C(C=C1)C1=CC=C(C=C1)O[Si](C)(C)C(C)(C)C (4-bromo-4'-(tert-butyldimethylsilyloxy)biphenyl). The yield is 88.1%. Reaction SMILES: [Si:1](Cl)([C:4]([CH3:7])([CH3:6])[CH3:5])([CH3:3])[CH3:2].[Br:9][C:10]1[CH:15]=[CH:14][C:13]([C:16]2[CH:21]=[CH:20][C:19]([OH:22])=[CH:18][CH:17]=2)=[CH:12][CH:11]=1.N1C=CN=C1.C(OCC)C>CN(C)C=O>[Br:9][C:10]1[CH:11]=[CH:12][C:13]([C:16]2[CH:21]=[CH:20][C:19]([O:22][Si:1]([C:4]([CH3:7])([CH3:6])[CH3:5])([CH3:3])[CH3:2])=[CH:18][CH:17]=2)=[CH:14][CH:15]=1. Procedure: tert-Butyldimethylsilyl chloride (1.8 g) was added over 30 minutes to a stirred solution of 4-bromo-4'-hydroxybiphenyl (2.49 g) and imidazole (1.63 g) in dimethylformamide (15 ml) whilst keeping the temperature of the reaction mixture below 10° C. The reaction mixture was stirred at room temperature for 18 hours. Diethyl ether (225 ml) was added, the ether washed with saturated sodium hydrogen carbonate solution (3×60 ml) and brine (100 ml), dried (MgSO4) and evaporated to yield, as a colourless... Yield: 36.0%. RXN SMILES: [CH3:1][O:2][C:3]1[C:4]([O:16][CH3:17])=[CH:5][C:6]2[S:11](=[O:13])(=[O:12])[NH:10][C:9](=[O:14])[NH:8][C:7]=2[CH:15]=1.[H-].[Na+].[CH3:20][O:21][C:22]1[CH:27]=[CH:26][CH:25]=[CH:24][C:23]=1[N:28]1[CH2:33][CH2:32][N:31]([CH2:34][CH2:35]Cl)[CH2:30][CH2:29]1.O>CN(C)C=O>[CH3:20][O:21][C:22]1[CH:27]=[CH:26][CH:25]=[CH:24][C:23]=1[N:28]1[CH2:29][CH2:30][N:31]([CH2:34][CH2:35][N:10]2[C:9](=[O:14])[NH:8][C:7]3[CH:15]=[C:3]([O:2][CH3:1])[C:4]([O:16][CH3:17])=[CH:5][C:6]=3[S:11]2(=[O:13])=[O:12])[CH2:32][CH2:33]1 |f:1.2|. Run in oil, CN(C=O)C (dimethylformamide), CN(C=O)C (dimethylformamide). Starting materials: [H-].[Na+] (sodium hydride), COC1=C(C=CC=C1)N1CCN(CC1)CCCl (2-[4-(2-methoxyphenyl)-1-piperazinyl]ethyl chloride), O (water), COC=1C(=CC2=C(NC(NS2(=O)=O)=O)C1)OC (6,7-dimethoxy-3,4-dihydro-1,2,4-benzothiadiazine-3-one 1,1-dioxide). The product is COC1=C(C=CC=C1)N1CCN(CC1)CCN1S(C2=C(NC1=O)C=C(C(=C2)OC)OC)(=O)=O (2-[2-[4-(2-methoxyphenyl)-1-piperazinyl]ethyl]-6,7-dimethoxy-3,4-dihydro-1,2,4-benzothiadiazine-3-one 1,1-dioxide). Procedure details: One gram and a half of 6,7-dimethoxy-3,4-dihydro-1,2,4-benzothiadiazine-3-one 1,1-dioxide was dissolved in 10 ml of dimethylformamide. After adding 280 mg of sodium hydride in 50% oil, the mixture was heated to 80° C. Then, a solution of 1.5 g of 2-[4-(2-methoxyphenyl)-1-piperazinyl]ethyl chloride in 5 ml of dimethylformamide was added dropwise to the resultant reaction liquid. After the addition was finished, the stirring was continued for 5 hours while heating at 80° C. to react. The resultant... Conditions: temperature 80 celsius, time 5 hour.